Task: describe an organic reaction: reactants, conditions, products, and yield. Dataset: the Open Reaction Database (ORD), a public repository of structured organic reaction records Starting materials: C(C)(C)(C)OC(=O)N1CC=CC1 (2,5-dihydro-pyrrole-1-carboxylic acid tert-butyl ester), C(CC)O (n-propanol), S(=O)([O-])[O-].[Na+].[Na+] (sodium sulfite), C(C1=CC=CC=C1)NC([O-])=O (benzylcarbamate), ClN1C(=O)N(C(=O)C1(C)C)Cl (1,3-dichloro-5,5-dimethylhydantoin), CCCO (N-Propanol), potassium osmate. Run in O (water), CCOC(=O)C (EtOAc), O (water), [OH-].[Na+] (NaOH), [OH-].[Na+] (NaOH). Conditions: temperature 0 celsius, time 1 hour. The product is C(C)(C)(C)OC(=O)N1CC(C(C1)O)NC(=O)OCC1=CC=CC=C1 (3-benzyloxycarbonylamino-4-hydroxy-pyrrolidine-1-carboxylic acid tert-butyl ester). As a reaction SMILES: [CH2:1](NC(=O)[O-])[C:2]1[CH:7]=[CH:6][CH:5]=[CH:4][CH:3]=1.ClN1C(C)(C)[C:17](=[O:18])[N:16](Cl)C1=O.[C:23]([O:27][C:28]([N:30]1[CH2:34]C=CC1)=[O:29])([CH3:26])([CH3:25])[CH3:24].S([O-])([O-])=[O:36].[Na+].[Na+].[CH2:41]([OH:44])[CH2:42][CH3:43]>O.[OH-].[Na+].CCOC(C)=O>[C:23]([O:27][C:28]([N:30]1[CH2:34][CH:41]([OH:44])[CH:42]([NH:16][C:17]([O:18][CH2:1][C:2]2[CH:3]=[CH:4][CH:5]=[CH:6][CH:7]=2)=[O:36])[CH2:43]1)=[O:29])([CH3:26])([CH3:25])[CH3:24] |f:3.4.5,8.9|. Procedure: N-Propanol (20 ml), benzylcarbamate (4 g, 27 mmol), and 1,3-dichloro-5,5-dimethylhydantoin (2.6 g, 13 mmol) are added to a solution of NaOH (1 g, 27 mmol) in water (40 ml). The reaction mixture is cooled to 0° C. and a solution of 2,5-dihydro-pyrrole-1-carboxylic acid tert-butyl ester (1.51 g, 8.92 mmol) in n-propanol (10 ml) is added. A solution of potassium osmate (0.098 g, 0.268 mmol) in 0.65 M NaOH (1 ml) is added. The reaction mixture is stirred at 0° C. for 1 hour and then at room temperat...